Task: describe an organic reaction: reactants, conditions, products, and yield. Dataset: the Open Reaction Database (ORD), a public repository of structured organic reaction records Starting materials: BrC=1C=C(C=C(C1)C(F)(F)F)[C@@H](C)OCC1(CCN(CC1)C(=O)OC(C)(C)C)C1=CC=CC=C1 ((R)-tert-Butyl 4-((1-(3-bromo-5-(trifluoromethyl)phenyl)ethoxy)methyl)-4-phenylpiperidine-1-carboxylate), C(#N)C1=CC=C(C=C1)B(O)O (4-cyanophenylboronic acid), CO (MeOH), CO (MeOH). Reagents/catalysts: [Pd].C1(=CC=CC=C1)P(C1=CC=CC=C1)C1=CC=CC=C1.C1(=CC=CC=C1)P(C1=CC=CC=C1)C1=CC=CC=C1.C1(=CC=CC=C1)P(C1=CC=CC=C1)C1=CC=CC=C1.C1(=CC=CC=C1)P(C1=CC=CC=C1)C1=CC=CC=C1 (tetrakis(triphenylphosphine) palladium(0)). Run in O1CCCC1 (tetrahydrofuran). Conditions: temperature 120 celsius. Product: C(#N)C1=CC=C(C=C1)C1=CC(=CC(=C1)C(F)(F)F)[C@@H](C)OCC1(CCN(CC1)C(=O)OC(C)(C)C)C1=CC=CC=C1 ((R)-tert-Butyl 4-((1-(4′-cyano-5-(trifluoromethyl)biphenyl-3-yl)ethoxy)methyl)-4-phenylpiperidine-1-carboxylate). As a reaction SMILES: Br[C:2]1[CH:3]=[C:4]([C@H:12]([O:14][CH2:15][C:16]2([C:29]3[CH:34]=[CH:33][CH:32]=[CH:31][CH:30]=3)[CH2:21][CH2:20][N:19]([C:22]([O:24][C:25]([CH3:28])([CH3:27])[CH3:26])=[O:23])[CH2:18][CH2:17]2)[CH3:13])[CH:5]=[C:6]([C:8]([F:11])([F:10])[F:9])[CH:7]=1.[C:35]([C:37]1[CH:42]=[CH:41][C:40](B(O)O)=[CH:39][CH:38]=1)#[N:36].CO>O1CCCC1.[Pd].C1(P(C2C=CC=CC=2)C2C=CC=CC=2)C=CC=CC=1.C1(P(C2C=CC=CC=2)C2C=CC=CC=2)C=CC=CC=1.C1(P(C2C=CC=CC=2)C2C=CC=CC=2)C=CC=CC=1.C1(P(C2C=CC=CC=2)C2C=CC=CC=2)C=CC=CC=1>[C:35]([C:37]1[CH:42]=[CH:41][C:40]([C:2]2[CH:7]=[C:6]([C:8]([F:11])([F:10])[F:9])[CH:5]=[C:4]([C@H:12]([O:14][CH2:15][C:16]3([C:29]4[CH:30]=[CH:31][CH:32]=[CH:33][CH:34]=4)[CH2:17][CH2:18][N:19]([C:22]([O:24][C:25]([CH3:27])([CH3:28])[CH3:26])=[O:23])[CH2:20][CH2:21]3)[CH3:13])[CH:3]=2)=[CH:39][CH:38]=1)#[N:36] |f:4.5.6.7.8|. Reported procedure: (R)-tert-Butyl 4-((1-(3-bromo-5-(trifluoromethyl)phenyl)ethoxy)methyl)-4-phenylpiperidine-1-carboxylate (0.35 g, 0.65 mmol), 4-cyanophenylboronic acid (284 mg, 1.93 mmol), and tetrakis(triphenylphosphine) palladium(0) (75 mg, 0.07 mmol) were combined in dry tetrahydrofuran (5 mL) in a microwave tube and sealed. After flushing with nitrogen, 2.3 mL of a 1 N potassium hydroxide aqueous solution was introduced. The mixture was heated at 120° C. for 1 h via microwave. After cooling to room temperatu... Starting materials: BrCCC#CC (1-bromo-3-pentyne), C([O-])([O-])=O.[K+].[K+] (potassium carbonate), C(C)OC(=O)C=1C(=C2C(=NC1)NN=C2)OCC (ethyl-4-ethoxy-1H-pyrazolo[3,4-b]pyridine-5-carboxylate), C([O-])([O-])=O.[K+].[K+] (potassium carbonate), BrCCC#CC (1-bromo-3-pentyne). The solvent is CN(C)C=O (DMF). Conditions: time 4.5 hour. Yields the product C(C)OC1=C2C(=NC=C1C(=O)OCC)N(N=C2)CCC#CC (Ethyl 4-ethoxy-1-pent-3-ynyl-1H-pyrazolo[3,4-b]pyridine-5-carboxylate). RXN SMILES: [CH2:1]([O:3][C:4]([C:6]1[C:7]([O:15][CH2:16][CH3:17])=[C:8]2[CH:14]=[N:13][NH:12][C:9]2=[N:10][CH:11]=1)=[O:5])[CH3:2].C(=O)([O-])[O-].[K+].[K+].Br[CH2:25][CH2:26][C:27]#[C:28][CH3:29]>CN(C=O)C>[CH2:16]([O:15][C:7]1[C:6]([C:4]([O:3][CH2:1][CH3:2])=[O:5])=[CH:11][N:10]=[C:9]2[N:12]([CH2:29][CH2:28][C:27]#[C:26][CH3:25])[N:13]=[CH:14][C:8]=12)[CH3:17] |f:1.2.3|. Procedure: A mixture of the ethyl-4-ethoxy-1H-pyrazolo[3,4-b]pyridine-5-carboxylate of Example 19c (8.13 g.), pulverized anhydrous potassium carbonate (14.3 g.) and 1-bromo-3-pentyne (10.7 g.) in dry DMF (58 ml.) was stirred at 55°-60° for 4.5 hours. Additional quantities of 1-bromo-3-pentyne (5.3 g.) and potassium carbonate (14.3 g.) were added after 1 hour. The mixture was cooled and filtered and the filtrate evaporated at 45°-50°. The residue was diluted with water and extracted with ether and EtOAc. Th... Starting materials: COCOC (dimethoxymethane), O1COCC1 (1,3-dioxolane), COCOC (dimethoxymethane), O1COCC1 (1,3-dioxolane). The product is COCOCCOCOC (CH3OCH2OCH2CH2OCH2OCH3). Isolated yield 50.0%. Reaction SMILES: [CH3:1][O:2][CH2:3][O:4][CH3:5].[O:6]1[CH2:10][CH2:9][O:8][CH2:7]1>>[CH3:1][O:2][CH2:3][O:4][CH2:5][CH2:10][O:6][CH2:7][O:8][CH3:9]. Procedure details: The reaction of 500 g dimethoxymethane (6.6 moles) with 100 g 1,3-dioxolane (1.4 moles), in the presence of an acidic catalyst, gave a mixture of unreacted dimethoxymethane, low molecular weight oligomers of 1,3-dioxolane and a product having the formula: CH3OCH2OCH2CH2OCH2OCH3 which was isolated in 50% yield. Fluorination of 80 g of the product in a 4 liter reactor containing 1.5 liters (CF2Cl)2CFOCF2OCF(CF2Cl)2 and 400 g sodium fluoride in an 18 hour reaction at 10° C., gave a 60% yield of per... Product: CCOC(=O)Cc1ccc(CN2CCOCC2)cn1. RXN SMILES: [CH2:15]([CH3:16])[O:17][C:18]([O:19][CH2:21][CH3:22])=[O:20].[CH3:1][c:2]1[cH:3][cH:4][c:5]([CH2:8][N:9]2[CH2:10][CH2:11][O:12][CH2:13][CH2:14]2)[cH:6][n:7]1.[CH:23]([N-:24][CH:25]([CH3:26])[CH3:27])([CH3:28])[CH3:29].[Cl-:31].[Li+:30].[NH4+:32].[O:33]1[CH2:34][CH2:35][CH2:36][CH2:37]1>>[CH2:1]([c:2]1[cH:3][cH:4][c:5]([CH2:8][N:9]2[CH2:10][CH2:11][O:12][CH2:13][CH2:14]2)[cH:6][n:7]1)[C:18]([O:17][CH2:15][CH3:16])=[O:19]. Reactants: CCOC(=O)OCC, Cc1ccc(CN2CCOCC2)cn1, CC(C)[N-]C(C)C, [Cl-], [Li+], [NH4+], C1CCOC1. Reactants: BrC=1C=C(C=CC1)O (3-bromophenol), ClS(=O)(=O)N=C=O (chlorosulfonyl isocyanate), C1(=CC=CC=C1)C (toluene). Solvent: C1=CC=CC=C1 (benzene). Product: BrC=1C=C(C=CC1)OS(N)(=O)=O (Sulfamic acid 3-bromophenyl ester). The yield is 78.5%. RXN SMILES: [Br:1][C:2]1[CH:3]=[C:4]([OH:8])[CH:5]=[CH:6][CH:7]=1.Cl[S:10]([N:13]=C=O)(=[O:12])=[O:11].C1(C)C=CC=CC=1>C1C=CC=CC=1>[Br:1][C:2]1[CH:3]=[C:4]([O:8][S:10](=[O:12])(=[O:11])[NH2:13])[CH:5]=[CH:6][CH:7]=1. Reported procedure: This compound was prepared according to the procedure used in Example 84. A mixture of 17.3 g (0.1 mole) of 3-bromophenol, 9.1 ml (14.8 g, 0.105 mole) of chlorosulfonyl isocyanate and 100 ml of toluene gave 19.8 g (70%) of white solid, mp 90°-91.5° C. (benzene). Reactants: C(C)NCC1=C(C=CC(=C1)C(F)(F)F)C1=CC(=CC=C1)CC(=O)O ((2′-ethylaminomethyl-4′-trifluoromethyl-biphenyl-3-yl)-acetic acid), CCO (EtOH). The reagents and catalysts are S(O)(O)(=O)=O (sulfuric acid). Run at temperature 50 celsius, time 8 hour. The product is C(C)OC(CC=1C=C(C=CC1)C1=C(C=C(C=C1)C(F)(F)F)CNCC)=O ((2′-Ethylaminomethyl-4′-trifluoromethyl-biphenyl-3-yl)-acetic acid ethyl ester). As a reaction SMILES: [CH2:1]([NH:3][CH2:4][C:5]1[CH:10]=[C:9]([C:11]([F:14])([F:13])[F:12])[CH:8]=[CH:7][C:6]=1[C:15]1[CH:20]=[CH:19][CH:18]=[C:17]([CH2:21][C:22]([OH:24])=[O:23])[CH:16]=1)[CH3:2].[CH3:25][CH2:26]O>S(=O)(=O)(O)O>[CH2:25]([O:23][C:22](=[O:24])[CH2:21][C:17]1[CH:16]=[C:15]([C:6]2[CH:7]=[CH:8][C:9]([C:11]([F:13])([F:12])[F:14])=[CH:10][C:5]=2[CH2:4][NH:3][CH2:1][CH3:2])[CH:20]=[CH:19][CH:18]=1)[CH3:26]. Reported procedure: To a solution of (2′-ethylaminomethyl-4′-trifluoromethyl-biphenyl-3-yl)-acetic acid (0.34 mmol) in EtOH (7 mL) was added sulfuric acid (3-4 drops), and the reaction was stirred at 50° C. overnight. Once no starting material was seen by analytical LCMS, the mixture was filtered over a pad of Celite and rinsed with EtOH. The filtrate was concentrated to give the title compound.